From a dataset of the Open Reaction Database (ORD), a public repository of structured organic reaction records. describe an organic reaction: reactants, conditions, products, and yield Reactants: BrC=1C=C(C=2C(=NN(C2C1)C(C)C)C)C(=O)OC (methyl 6-bromo-1-isopropyl-3-methyl-1H-indazole-4-carboxylate), CC1(OB(OC1(C)C)C=1C=NNC1)C (4-(4,4,5,5-tetramethyl-1,3,2-dioxaborolan-2-yl)-1H-pyrazole). Conditions: temperature 115 celsius. Yields the product C(C)(C)N1N=C(C=2C(=CC(=CC12)C=1C=NNC1)C(=O)OC)C (Methyl 1-isopropyl-3-methyl-6-(1H-pyrazol-4-yl)-1H-indazole-4-carboxylate). As a reaction SMILES: Br[C:2]1[CH:3]=[C:4]([C:15]([O:17][CH3:18])=[O:16])[C:5]2[C:6]([CH3:14])=[N:7][N:8]([CH:11]([CH3:13])[CH3:12])[C:9]=2[CH:10]=1.CC1(C)C(C)(C)OB([C:27]2[CH:28]=[N:29][NH:30][CH:31]=2)O1>>[CH:11]([N:8]1[C:9]2[CH:10]=[C:2]([C:27]3[CH:28]=[N:29][NH:30][CH:31]=3)[CH:3]=[C:4]([C:15]([O:17][CH3:18])=[O:16])[C:5]=2[C:6]([CH3:14])=[N:7]1)([CH3:13])[CH3:12]. Procedure details: The title compound was prepared in the same manner as described for example 80 (step a) from methyl 6-bromo-1-isopropyl-3-methyl-1H-indazole-4-carboxylate (0.5 g, 1.60 mmol) and 4-(4,4,5,5-tetramethyl-1,3,2-dioxaborolan-2-yl)-1H-pyrazole (0.37 g, 1.92 mmol) wherein the reaction mixture was heated at 115° C. for 3 h. The crude compound was purified silica gel chromatography (eluent: 50% ethyl acetate\pet ether) to afford the title compound as an off-white solid. 1H NMR (DMSO-d6, 400 MHz): δ 1.470... Product: N1(CCCC1)C=1C=C(CN2C(=NC3=C2C=CC(=C3)OCC3=NC2=CC=CC=C2C=C3)CC3(CCCC3)C(=O)OC)C=CC1 (Methyl 1-((1-(3-(pyrrolidin-1-yl)benzyl)-5-(quinolin-2-ylmethoxy)-1H-benzo[d]imidazol-2-yl)methyl)cyclopentanecarboxylate). The yield is 45.7%. Reactants: BrC=1C=C(CN2C(=NC3=C2C=CC(=C3)OCC3=NC2=CC=CC=C2C=C3)CC3(CCCC3)C(=O)OC)C=CC1 (methyl 1-{[1-(3-bromobenzyl)-5-(quinolin-2-ylmethoxy)-1H-benzimidazol-2-yl]methyl}cyclopentanecarboxylate), CC(C)OC1=C(C(=CC=C1)OC(C)C)C2=CC=CC=C2P(C3CCCCC3)C4CCCCC4 (RuPhos), N1CCCC1 (pyrrolidine). Reported procedure: To a 5 mL microwave vial were added methyl 1-{[1-(3-bromobenzyl)-5-(quinolin-2-ylmethoxy)-1H-benzimidazol-2-yl]methyl}cyclopentanecarboxylate (50.5 mg, 0.08 mmol), RuPhos (4.1 mgs, 0.008 mmol), RuPhos pre-catalyst (7.1 mg, 0.009 mmol), pyrrolidine (15 μL, 0.17 mmol) and toluene (1.5 mL). The vial was flushed with N2, NaOt-Bu was added (16.2 mg, 0.17 mmol) then capped and placed in a heating block at 100° C. After 6 h the mixture was cooled to RT, transferred to a round-bottomed flask and concent... RXN SMILES: Br[C:2]1[CH:3]=[C:4]([CH:37]=[CH:38][CH:39]=1)[CH2:5][N:6]1[C:10]2[CH:11]=[CH:12][C:13]([O:15][CH2:16][C:17]3[CH:26]=[CH:25][C:24]4[C:19](=[CH:20][CH:21]=[CH:22][CH:23]=4)[N:18]=3)=[CH:14][C:9]=2[N:8]=[C:7]1[CH2:27][C:28]1([C:33]([O:35][CH3:36])=[O:34])[CH2:32][CH2:31][CH2:30][CH2:29]1.CC(OC1C=CC=C(OC(C)C)C=1C1C(P(C2CCCCC2)C2CCCCC2)=CC=CC=1)C.[NH:73]1[CH2:77][CH2:76][CH2:75][CH2:74]1>CC(OC1C=CC=C(OC(C)C)C=1C1C(P(C2CCCCC2)C2CCCCC2)=CC=CC=1)C.C1(C)C=CC=CC=1>[N:73]1([C:2]2[CH:3]=[C:4]([CH:37]=[CH:38][CH:39]=2)[CH2:5][N:6]2[C:10]3[CH:11]=[CH:12][C:13]([O:15][CH2:16][C:17]4[CH:26]=[CH:25][C:24]5[C:19](=[CH:20][CH:21]=[CH:22][CH:23]=5)[N:18]=4)=[CH:14][C:9]=3[N:8]=[C:7]2[CH2:27][C:28]2([C:33]([O:35][CH3:36])=[O:34])[CH2:32][CH2:31][CH2:30][CH2:29]2)[CH2:77][CH2:76][CH2:75][CH2:74]1. Reagents/catalysts: CC(C)OC1=C(C(=CC=C1)OC(C)C)C2=CC=CC=C2P(C3CCCCC3)C4CCCCC4 (RuPhos). The solvent is C1(=CC=CC=C1)C (toluene). Starting materials: C(C1=CC=CC=C1)[C@@H](CO)N ((1S)-1-Benzyl-2-hydroxyethylamine), [Cl-].ClC[C@H](CC1=CC=CC=C1)[NH3+] ((1S)-2-chloro-1-benzylethylammonium chloride), CC1=C(C=CC(=C1)[N+](=O)[O-])N=C=S (2-Methyl-4-nitrophenyl isothiocyanate), [Cl-].ClC[C@H](CC1=CC=CC=C1)[NH3+] ((1S)-2-chloro-1-benzylethylammonium chloride). The product is CC1=C(C=CC(=C1)[N+](=O)[O-])N=C1SC[C@@H](N1)CC1=CC=CC=C1 ((4S)-2-(2-methyl-4-nitrophenylimino)-4-benzyl -1,3-thiazolidine). As a reaction SMILES: [CH2:1]([C@H:8]([NH2:11])[CH2:9]O)[C:2]1[CH:7]=[CH:6][CH:5]=[CH:4][CH:3]=1.[Cl-].ClC[C@@H]([NH3+])CC1C=CC=CC=1.[CH3:24][C:25]1[CH:30]=[C:29]([N+:31]([O-:33])=[O:32])[CH:28]=[CH:27][C:26]=1[N:34]=[C:35]=[S:36]>>[CH3:24][C:25]1[CH:30]=[C:29]([N+:31]([O-:33])=[O:32])[CH:28]=[CH:27][C:26]=1[N:34]=[C:35]1[NH:11][C@@H:8]([CH2:1][C:2]2[CH:7]=[CH:6][CH:5]=[CH:4][CH:3]=2)[CH2:9][S:36]1 |f:1.2|. Reported procedure: (1S)-1-Benzyl-2-hydroxyethylamine was converted to (1S)-2-chloro-1-benzylethylammonium chloride according to Method B7b. 2-Methyl-4-nitrophenyl isothiocyanate was reacted with (1S)-2-chloro-1-benzylethylammonium chloride according to Method C1a to give (4S)-2-(2-methyl-4-nitrophenylimino)-4-benzyl -1,3-thiazolidine. The thiazolidine was reacted with isobutyl bromide according to Method D2a to afford (4S)-2-(2-methyl-4-nitrophenylimino)-4-benzyl-3-isobutyl-1,3-thiazolidine HCl salt. Starting materials: O1CCCC1 (tetrahydrofuran), C(#N)C1=CC=C(C=C1)C1CCC(CC1)=O (4-(4-cyanophenyl)cyclohexanone), [Br-].O1C(OCCC1)CC[P+](C1=CC=CC=C1)(C1=CC=CC=C1)C1=CC=CC=C1 (2-(1,3-dioxan-2-yl)ethyltriphenylphosphonium bromide), O1CCCC1 (tetrahydrofuran), CC(C)([O-])C.[K+] (potassium t-butoxide). Solvent: CCOCC (ether). Yields the product O1C(OCCC1)CC=C1CCC(CC1)C1=CC=C(C=C1)C#N (1-(2-(1,3-dioxan-2-yl)ethylidene)-4-(4-cyanophenyl)cyclohexane). Yield: 56.0%. RXN SMILES: [Br-].[O:2]1[CH2:7][CH2:6][CH2:5][O:4][CH:3]1[CH2:8][CH2:9][P+](C1C=CC=CC=1)(C1C=CC=CC=1)C1C=CC=CC=1.O1CCCC1.CC(C)([O-])C.[K+].[C:40]([C:42]1[CH:47]=[CH:46][C:45]([CH:48]2[CH2:53][CH2:52][C:51](=O)[CH2:50][CH2:49]2)=[CH:44][CH:43]=1)#[N:41]>CCOCC>[O:4]1[CH2:5][CH2:6][CH2:7][O:2][CH:3]1[CH2:8][CH:9]=[C:51]1[CH2:50][CH2:49][CH:48]([C:45]2[CH:46]=[CH:47][C:42]([C:40]#[N:41])=[CH:43][CH:44]=2)[CH2:53][CH2:52]1 |f:0.1,3.4|. Procedure: Into a three-necked flask equipped with a dropping funnel, a three-way cock and a thermometer, was placed 2-(1,3-dioxan-2-yl)ethyltriphenylphosphonium bromide (12.2 g, 27 mmols), followed by adding tetrahydrofuran (200 ml), suspending, stirring the suspension under ice cooling till the liquid temperature reached 10° C., adding to the reaction mixture, potassium t-butoxide (30 g, 27 mmols), elevating the temperature up to room temperature under ice cooling for one hour, stirring the mixture for o... Run in C(C)OCC (diethyl ether), C1CCOC1 (THF), C(Cl)Cl (DCM), [NH4+].[Cl-] (NH4Cl). Reaction conditions: time 10 minute. The reactants are O1CCN(CC1)C=1C=2N(C=CN1)C=C(N2)CO ((8-Morpholinoimidazo[1,2-a]pyrazin-2-yl)methanol), C1COCCOCCOCCOCCOCCO1 (18-crown-6), ClC1=NC2=CC=CC=C2C=N1 (2-chloroquinazoline), CC(C)([O-])C.[K+] (potassium tert-butoxide). As a reaction SMILES: [O:1]1[CH2:6][CH2:5][N:4]([C:7]2[C:8]3[N:9]([CH:13]=[C:14]([CH2:16][OH:17])[N:15]=3)[CH:10]=[CH:11][N:12]=2)[CH2:3][CH2:2]1.C1OCCOCCOCCOCCOCCOC1.CC(C)([O-])C.[K+].Cl[C:43]1[N:52]=[CH:51][C:50]2[C:45](=[CH:46][CH:47]=[CH:48][CH:49]=2)[N:44]=1>C1COCC1.C(Cl)Cl.[NH4+].[Cl-].C(OCC)C>[N:44]1[C:45]2[C:50](=[CH:49][CH:48]=[CH:47][CH:46]=2)[CH:51]=[N:52][C:43]=1[O:17][CH2:16][C:14]1[N:15]=[C:8]2[C:7]([N:4]3[CH2:3][CH2:2][O:1][CH2:6][CH2:5]3)=[N:12][CH:11]=[CH:10][N:9]2[CH:13]=1 |f:2.3,7.8|. The product is N1=C(N=CC2=CC=CC=C12)OCC=1N=C2N(C=CN=C2N2CCOCC2)C1 (4-(2-((Quinazolin-2-yloxy)methyl)imidazo[1,2-a]pyrazin-8-yl)morpholine). Reported procedure: To a solution of compound 1d (600.0 mg, 2.50 mmol) in THF (10 mL) was added 18-crown-6 (677 mg, 2.60 mmol), followed by potassium tert-butoxide (575 mg, 5.12 mmol). The reaction mixture was stirred at rt for 10 min and treated with 2-chloroquinazoline (632 mg, 3.84 mmol). The resulting mixture was stirred for 10 more min at rt and then at 120° C. for 1 h. The reaction mixture was then allowed to cool to rt, diluted with 20 mL of DCM and 20 mL of saturated aqueous NH4Cl. The organic layer was sep... The reactants are CC=1NC2=CC=CC=C2C1 (2-methylindole), C(#N)[BH3-].[Na+] (sodium cyanoborohydride), [OH-].[Na+] (sodium hydroxide), O (water). Run in C(C)(=O)O (acetic acid). Product: CC1NC2=CC=CC=C2C1 (2-Methylindoline). Isolated yield 92.4%. RXN SMILES: [CH3:1][C:2]1[NH:3][C:4]2[C:9]([CH:10]=1)=[CH:8][CH:7]=[CH:6][CH:5]=2.C([BH3-])#N.[Na+].O.[OH-].[Na+]>C(O)(=O)C>[CH3:1][CH:2]1[CH2:10][C:9]2[C:4](=[CH:5][CH:6]=[CH:7][CH:8]=2)[NH:3]1 |f:1.2,4.5|. Reported procedure: To a solution of 2-methylindole (61.2 g) in acetic acid (525 g) at 15° C. was added sodium cyanoborohydride (81 g) in portions. The reaction was then drowned in ice and water (1500 g) and the aqueous solution neutralized with sodium hydroxide (350 g). The mixture was extracted with 3 portions of ether (300 ml). The ether fractions were water washed, dried, and evaporated to give 57.4 g of an oil which was identical with an authentic sample by IR and TLC.